From a dataset of the Open Reaction Database (ORD), a public repository of structured organic reaction records. describe an organic reaction: reactants, conditions, products, and yield Reactants: C(C)(C)(C)OC(NC1=C(C=C(C=C1)C1=CC=CC=C1)[N+](=O)[O-])=O ((3-Nitro-biphenyl-4-yl)-carbamic acid tert.-butyl ester). Reagents/catalysts: [Pd] (Pd/C). Product: C(C)(C)(C)OC(NC1=C(C=C(C=C1)C1=CC=CC=C1)N)=O ((3-Amino-biphenyl-4-yl)-carbamic acid tert.-butyl ester). Isolated yield 93.4%. As a reaction SMILES: [C:1]([O:5][C:6](=[O:23])[NH:7][C:8]1[CH:13]=[CH:12][C:11]([C:14]2[CH:19]=[CH:18][CH:17]=[CH:16][CH:15]=2)=[CH:10][C:9]=1[N+:20]([O-])=O)([CH3:4])([CH3:3])[CH3:2]>[Pd]>[C:1]([O:5][C:6](=[O:23])[NH:7][C:8]1[CH:13]=[CH:12][C:11]([C:14]2[CH:15]=[CH:16][CH:17]=[CH:18][CH:19]=2)=[CH:10][C:9]=1[NH2:20])([CH3:4])([CH3:2])[CH3:3]. Procedure details: Prepared from (3-nitro-biphenyl-4-yl)-carbamic acid tert.-butyl ester (Example B5) (100 mg, 0.32 mmol) by catalytic hydrogenation with Pd/C according to the general procedure G (method a). Obtained as a white solid (85 mg). Starting materials: Solution A, C[Si](NC(C)=O)(C)C (N-Trimethylsilylacetamide), NC1[C@@H]2N(C(=C(CS2)CSC=2SC=NN2)C(=O)O)C1=O (7-amino-3-(1,3,4-thiadiazol-2-yl)thiomethyl-3-cephem-4-carboxylic acid), Solution A, C(=O)NC=1SC(=C(N1)C(C(=O)O)=NOCC(=O)OC(C)(C)C)Cl (2-(2-Formamido-5-chlorothiazol-4-yl)-2-tert-butoxycarbonylmethoxyiminoacetic acid), C[N+](=CCl)C.[Cl-] (Vilsmeier reagent), P(=O)(Cl)(Cl)Cl (phosphorus oxychloride). Run in C(C)(=O)OCC (ethyl acetate), O (Water), O1CCCC1 (tetrahydrofuran), O1CCCC1 (tetrahydrofuran), C(C)(=O)OCC (ethyl acetate), CN(C=O)C (N,N-dimethylformamide). Reaction conditions: time 30 minute. Product: C[N+](=CCl)C.[Cl-] (Vilsmeier reagent), C(=O)NC=1SC(=C(N1)C(C(=O)NC1[C@@H]2N(C(=C(CS2)CSC=2SC=NN2)C(=O)O)C1=O)=NOCC(=O)OC(C)(C)C)Cl (7-[2-(2-formamido-5-chlorothiazol-4-yl)-2-tert-butoxycarbonylmethoxyiminoacetamido]-3-(1,3,4-thiadiazol-2-yl)thiomethyl-3-cephem-4-carboxylic acid). RXN SMILES: P(Cl)(Cl)([Cl:3])=O.[CH:6]([NH:8][C:9]1[S:10][C:11]([Cl:28])=[C:12]([C:14](=[N:18][O:19][CH2:20][C:21]([O:23][C:24]([CH3:27])([CH3:26])[CH3:25])=[O:22])[C:15]([OH:17])=O)[N:13]=1)=[O:7].[CH3:29][N+:30]([CH3:33])=[CH:31][Cl:32].[Cl-].C[Si](C)(C)NC(=O)C.[NH2:43][CH:44]1[C:61](=[O:62])[N:46]2[C:47]([C:58]([OH:60])=[O:59])=[C:48]([CH2:51][S:52][C:53]3[S:54][CH:55]=[N:56][N:57]=3)[CH2:49][S:50][C@H:45]12>C(OCC)(=O)C.O1CCCC1.O.CN(C)C=O>[CH3:29][N+:30]([CH3:33])=[CH:31][Cl:32].[Cl-:3].[CH:6]([NH:8][C:9]1[S:10][C:11]([Cl:28])=[C:12]([C:14](=[N:18][O:19][CH2:20][C:21]([O:23][C:24]([CH3:27])([CH3:26])[CH3:25])=[O:22])[C:15]([NH:43][CH:44]2[C:61](=[O:62])[N:46]3[C:47]([C:58]([OH:60])=[O:59])=[C:48]([CH2:51][S:52][C:53]4[S:54][CH:55]=[N:56][N:57]=4)[CH2:49][S:50][C@H:45]23)=[O:17])[N:13]=1)=[O:7] |f:2.3,10.11|. Reported procedure: Vilsmeier reagent was prepared from phosphorus oxychloride (1.2 g) and N,N-dimethylformamide (0.6 g) in ethyl acetate (2.4 ml) in a usual manner. 2-(2-Formamido-5-chlorothiazol-4-yl)-2-tert-butoxycarbonylmethoxyiminoacetic acid (syn isomer) (2.4 g) was added to the stirred suspension of Vilsmeier reagent in dry tetrahydrofuran (24 ml) under ice-cooling and stirred for 20 minutes at same temperature [Solution A]. N-Trimethylsilylacetamide (6.4 g) was added to the stirred suspension of 7-amino-3-(... Reagents/catalysts: C1(=CC=CC=C1)C(S)(C1=CC=CC=C1)C1=CC=CC=C1 (triphenylmethanethiol). Run in C(C)(=O)OCC (ethyl acetate), CN(C)C=O (DMF). Isolated yield 81.4%. As a reaction SMILES: [Br:1][C:2]1[CH:7]=[CH:6][CH:5]=[CH:4][C:3]=1[SH:8].Br[CH:10]1[CH2:12][CH2:11]1.C(=O)([O-])[O-].[K+].[K+].O>CN(C=O)C.C1(C(C2C=CC=CC=2)(C2C=CC=CC=2)S)C=CC=CC=1.C(OCC)(=O)C>[Br:1][C:2]1[CH:7]=[CH:6][CH:5]=[CH:4][C:3]=1[S:8][CH:10]1[CH2:12][CH2:11]1 |f:2.3.4|. Starting materials: O (water), BrC1=C(C=CC=C1)S (2-bromobenzenethiol), BrC1CC1 (bromocyclopropane), C([O-])([O-])=O.[K+].[K+] (potassium carbonate). Product: BrC1=C(C=CC=C1)SC1CC1 (1-bromo-2-(cyclopropylsulfanyl)benzene). Reported procedure: To a solution of 2-bromobenzenethiol (50 g) in DMF (500 mL) were added bromocyclopropane (41.6 g), potassium carbonate (54.8 g), and triphenylmethanethiol (1.46 g), followed by stirring at an internal temperature of 80° C. for 24 hours. After cooling to room temperature, water and ethyl acetate were added thereto, and the organic layer was then separated. The organic layer was washed with a saturated aqueous sodium hydrogen carbonate solution and saturated brine, dried over anhydrous magnesium s... Conditions: temperature 80 celsius, time 24 hour. Starting materials: CN1CC[C@]23[C@@H]4C(=O)C=C[C@]2([C@H]1CC5=C3C(=C(C=C5)O)O4)O (noroxymorphone), CN1C(CCC1)=O (N-methyl-2-pyrrolidinone), BrCC1CC1 (bromomethylcyclopropane), CN1CC[C@]23[C@@H]4C(=O)C=C[C@]2([C@H]1CC5=C3C(=C(C=C5)O)O4)O (noroxymorphone), quaternary ammonium salt. Run in CCN(CC)CC (NEt3), O (water), C(C)N(CC)CC (triethylamine), O (water). Run at temperature 70 celsius, time 1 hour. Yields the product C1=CC(=C2C3=C1C[C@@H]4[C@]5([C@]3(CCN4CC6CC6)[C@@H](O2)C(=O)CC5)O)O (naltrexone). Reaction SMILES: [CH3:1][N:2]1[C@@H:12]2[CH2:13][C:14]3[CH:19]=[CH:18][C:17]([OH:20])=[C:16]4[O:21][C@H:6]5[C:7]([CH:9]=[CH:10][C@:11]2([OH:22])[C@:5]5([C:15]=34)[CH2:4][CH2:3]1)=[O:8].CN1[CH2:28][CH2:27][CH2:26]C1=O.BrCC1CC1>O.CCN(CC)CC>[CH:19]1[C:14]2[CH2:13][C@H:12]3[N:2]([CH2:1][CH:26]4[CH2:27][CH2:28]4)[CH2:3][CH2:4][C@:5]45[C@H:6]([C:7]([CH2:9][CH2:10][C@@:11]34[OH:22])=[O:8])[O:21][C:16]([C:15]=25)=[C:17]([OH:20])[CH:18]=1. Reported procedure: Naltrexone was prepared in high yield by direct N-alkylation of noroxymorphone with an alkyl halide in the presence of a protic solvent. Accordingly, 5.5 g of noroxymorphone, 16.5 mL of N-methyl-2-pyrrolidinone (NMP), and 1.65 mL of water were added to a flask (100 mL, 3 necked). The flask was flushed with nitrogen, and the reaction mixture was kept under nitrogen throughout the reaction. Next, 2.4 mL of bromomethylcyclopropane and 2.5 mL of triethylamine (NEt3) were added to the flask, which wa... The reactants are CS(=O)(=O)Cl (Methanesulfonyl chloride), OCCCC1(OCC2(CCC1O2)C=C)C ((1RS,4SR,5RS)-4-(3-hydroxypropyl)-4-methyl-1-vinyl-3,8-dioxabicyclo[3.2.1]octane), CO (methanol). Run in C(Cl)Cl (methylene chloride), C(C)N(CC)CC (triethylamine). Conditions: time 5 minute. The product is CS(=O)(=O)OCCCC1(OCC2(CCC1O2)C=C)C ((1RS,4SR,5RS)-4-(3-methanesulfonyloxypropyl)-4-methyl-1-vinyl-3,8-dioxabicyclo[3.2.1]octane). The yield is 89.6%. Reaction SMILES: [CH3:1][S:2](Cl)(=[O:4])=[O:3].[OH:6][CH2:7][CH2:8][CH2:9][C:10]1([CH3:20])[CH:16]2[O:17][C:13]([CH:18]=[CH2:19])([CH2:14][CH2:15]2)[CH2:12][O:11]1.CO>C(Cl)Cl.C(N(CC)CC)C>[CH3:1][S:2]([O:6][CH2:7][CH2:8][CH2:9][C:10]1([CH3:20])[CH:16]2[O:17][C:13]([CH:18]=[CH2:19])([CH2:14][CH2:15]2)[CH2:12][O:11]1)(=[O:4])=[O:3]. Procedure: Methanesulfonyl chloride (200 mg, 2.6 mM) is added slowly to a mixture of (1RS,4SR,5RS)-4-(3-hydroxypropyl)-4-methyl-1-vinyl-3,8-dioxabicyclo[3.2.1]octane (333 mg, 1.6 mM) in methylene chloride (30 ml) and triethylamine (2 ml) at 0° C. and stirred for five minutes. The resulting mixture is treated with methanol (1 ml) and most of the solvent is removed in vacuo. The residue is filtered through a silica gel (20 g) column and washed with ether-petroleum ether (1:1, 300 ml). The solvent is removed ... The reactants are C1(CC1)N (Cyclopropylamine), C(=O)(OCC)N1CC(C(CC1)=O)C (1-carbethoxy-3-methyl-4-piperidone), C(#N)[BH3-].[Na+] (sodium cyanoborohydride). Solvent: CO (methanol). Conditions: temperature 0 celsius, time 12 hour. The product is C(=O)(OCC)N1CC(C(CC1)NC1CC1)C (1-carbethoxy-4-cyclopropylamino-3-methylpiperidine). Reaction SMILES: [CH:1]1([NH2:4])[CH2:3][CH2:2]1.[C:5]([N:10]1[CH2:15][CH2:14][C:13](=O)[CH:12]([CH3:17])[CH2:11]1)([O:7][CH2:8][CH3:9])=[O:6].C([BH3-])#N.[Na+]>CO>[C:5]([N:10]1[CH2:15][CH2:14][CH:13]([NH:4][CH:1]2[CH2:3][CH2:2]2)[CH:12]([CH3:17])[CH2:11]1)([O:7][CH2:8][CH3:9])=[O:6] |f:2.3|. Procedure: Cyclopropylamine (10 g, 169.5 mmol) was added to the stirred solution of 1-carbethoxy-3-methyl-4-piperidone (7.0 g, 37.83 mmol) obtained as described in Preparation 1, in methanol (50 ml) and stirring was continued for 12 hr at ambient temperature. The resulting mixture was cooled at 0° C. and sodium cyanoborohydride (3.0 g, 46.0 mmol) was added to it. Cooling was removed after 10 min. and stirring was continued for 12 hr at ambient temperature. The reaction mixture was concentrated to dryness, ...